Dataset: the Open Reaction Database (ORD), a public repository of structured organic reaction records. Task: describe an organic reaction: reactants, conditions, products, and yield Starting materials: NC1=C(C(=O)O)C=C(C=C1)C (2-amino-5-methylbenzoic acid), NCCC[C@@H]1CN(C(O1)=O)C=1C=CC2=C(NC(CS2)=O)C1 (6-[(R)-5-(3-amino-propyl)-2-oxo-oxazolidin-3-yl]-4H-benzo[1,4]thiazin-3-one). Yields the product NC1=C(C(=O)NCCC[C@@H]2CN(C(O2)=O)C=2C=CC3=C(NC(CS3)=O)C2)C=C(C=C1)C (2-amino-5-methyl-N-{3-[(R)-2-oxo-3-(3-oxo-3,4-dihydro-2H-benzo[1,4]thiazin-6-yl)-oxazolidin-5-yl]-propyl}-benzamide). Isolated yield 56.0%. RXN SMILES: [NH2:1][C:2]1[CH:10]=[CH:9][C:8]([CH3:11])=[CH:7][C:3]=1[C:4]([OH:6])=O.[NH2:12][CH2:13][CH2:14][CH2:15][C@H:16]1[O:20][C:19](=[O:21])[N:18]([C:22]2[CH:23]=[CH:24][C:25]3[S:30][CH2:29][C:28](=[O:31])[NH:27][C:26]=3[CH:32]=2)[CH2:17]1>>[NH2:1][C:2]1[CH:10]=[CH:9][C:8]([CH3:11])=[CH:7][C:3]=1[C:4]([NH:12][CH2:13][CH2:14][CH2:15][C@H:16]1[O:20][C:19](=[O:21])[N:18]([C:22]2[CH:23]=[CH:24][C:25]3[S:30][CH2:29][C:28](=[O:31])[NH:27][C:26]=3[CH:32]=2)[CH2:17]1)=[O:6]. Reported procedure: Starting from 2-amino-5-methylbenzoic acid and 6-[(R)-5-(3-amino-propyl)-2-oxo-oxazolidin-3-yl]-4H-benzo[1,4]thiazin-3-one (described in WO 2010/041219) and using Procedure D, the title compound was obtained as a beige solid (130 mg; 56% yield). Procedure details: Dissolve 6.7 g (0.036 mole) of (Z)-1-(4-chlorophenyl)-2-buten-1-ol in 100 ml of anhydrous ether, add 3.2 g of powdered KOH. Stir the mixture and with cooling add a solution of 7.0 g p-toluenesulfonylchloride in 30 ml of anhydrous ether. Continue to stir with cooling for 30 minutes, then allow to warm to room temperature overnight. Filter, wash the filtrate three times with saturated aqueous sodium bicarbonate, then with water and dry over sodium sulfate. Evaporate off solvents and triturate resi... The reactants are [OH-].[K+] (KOH), ClC1=CC=C(C=C1)C(\C=C/C)O ((Z)-1-(4-chlorophenyl)-2-buten-1-ol), C1(=CC=C(C=C1)S(=O)(=O)Cl)C (p-toluenesulfonylchloride). Reaction SMILES: [Cl:1][C:2]1[CH:7]=[CH:6][C:5]([CH:8]([OH:12])/[CH:9]=[CH:10]\[CH3:11])=[CH:4][CH:3]=1.[OH-].[K+].[C:15]1([CH3:25])[CH:20]=[CH:19][C:18]([S:21](Cl)(=[O:23])=[O:22])=[CH:17][CH:16]=1>CCOCC>[Cl:1][C:2]1[CH:7]=[CH:6][C:5]([CH2:8]/[CH:9]=[CH:10]\[CH2:11][OH:22])=[CH:4][CH:3]=1.[CH3:25][C:15]1[CH:20]=[CH:19][C:18]([S:21]([O-:12])(=[O:23])=[O:22])=[CH:17][CH:16]=1 |f:1.2,5.6|. Product: ClC1=CC=C(C=C1)C\C=C/CO.CC1=CC=C(C=C1)S(=O)(=O)[O-] ((Z)-4-(4-Chlorophenyl)-2-buten-1-ol 4-methylbenzenesulfonate). Run in CCOCC (ether), CCOCC (ether). Starting materials: [PH2](=O)O (hypophosphorous acid), N(=O)[O-].[Na+] (sodium nitrite), O (water), NC=1SC2=C(C[C@@H]3C=C(CN([C@H]3C2)CCC)C(=O)OCC)N1 (ethyl 2-amino-5-propyl-trans-4,4a,5,6,8a,9-hexahydrothiazolo-[4,5-g]quinoline-7-carboxylate), hydrogen ion, O (Water). The solvent is P(O)(O)(O)=O (phosphoric acid). Yields the product C(CC)N1CC(=C[C@H]2CC3=C(C[C@H]12)SC=N3)C(=O)OCC (Ethyl 5-propyl-trans-4,4a,5,6,8a,9-hexahydrothiazolo-[4,5-g]quinoline-7-carboxylate). Yield: 100.1%. As a reaction SMILES: N[C:2]1[S:3][C:4]2[CH2:13][C@H:12]3[C@@H:7]([CH:8]=[C:9]([C:17]([O:19][CH2:20][CH3:21])=[O:18])[CH2:10][N:11]3[CH2:14][CH2:15][CH3:16])[CH2:6][C:5]=2[N:22]=1.N([O-])=O.[Na+].O.[PH2](O)=O>P(=O)(O)(O)O>[CH2:14]([N:11]1[C@@H:12]2[C@H:7]([CH2:6][C:5]3[N:22]=[CH:2][S:3][C:4]=3[CH2:13]2)[CH:8]=[C:9]([C:17]([O:19][CH2:20][CH3:21])=[O:18])[CH2:10]1)[CH2:15][CH3:16] |f:1.2|. Procedure details: A solution of 0.5 g (1.5 mmole) of ethyl 2-amino-5-propyl-trans-4,4a,5,6,8a,9-hexahydrothiazolo-[4,5-g]quinoline-7-carboxylate (Example 3) in 50 ml of 85% phosphoric acid was cooled to 0° C. Then 110 mg (1.8 mmole) of sodium nitrite dissolved in as small an amount of water as possible was slowly adeed under the surface of the reaction mixture. The resulting mixture was added dropwise to 50 ml of 50% hypophosphorous acid (H3PO2) at 0° C. The mixture was stirred at room temperature until gas evolu... Starting materials: C1CN1P(=O)(NC(=O)C2=CC=CC=C2I)N3CC3 (A103), CN1C(=NC=C1)C=C (1-methyl-2-vinyl-1H-imidazole), IC1=NN(C2=CC(=CC=C12)C=O)COCC[Si](C)(C)C (3-iodo-1-((2-(trimethylsilyl)ethoxy)methyl)-1H-indazole-6-carbaldehyde). Yields the product CN1C(=NC=C1)/C=C/C1=NN(C2=CC(=CC=C12)C=O)COCC[Si](C)(C)C ((E)-3-(2-(1-methyl-1H-imidazol-2-yl)vinyl)-1-((2-(trimethylsilyl)ethoxy)-methyl)-1H-indazole-6-carbaldehyde). Isolated yield 17.0%. RXN SMILES: C1N(P(N2CC2)(NC(C2C(I)=CC=CC=2)=O)=O)C1.[CH3:19][N:20]1[CH:24]=[CH:23][N:22]=[C:21]1[CH:25]=[CH2:26].I[C:28]1[C:36]2[C:31](=[CH:32][C:33]([CH:37]=[O:38])=[CH:34][CH:35]=2)[N:30]([CH2:39][O:40][CH2:41][CH2:42][Si:43]([CH3:46])([CH3:45])[CH3:44])[N:29]=1>>[CH3:19][N:20]1[CH:24]=[CH:23][N:22]=[C:21]1/[CH:25]=[CH:26]/[C:28]1[C:36]2[C:31](=[CH:32][C:33]([CH:37]=[O:38])=[CH:34][CH:35]=2)[N:30]([CH2:39][O:40][CH2:41][CH2:42][Si:43]([CH3:46])([CH3:45])[CH3:44])[N:29]=1. Procedure details: The title compound was synthesized according to the method of Example A103, utilizing 1-methyl-2-vinyl-1H-imidazole (35 mg, 0.32 mmol) and 3-iodo-1-((2-(trimethylsilyl)ethoxy)methyl)-1H-indazole-6-carbaldehyde (100 mg, 0.23 mmol). Purified by prepTLC (SiO2 10% MeOH/DCM) to provide the title compound (15 mg, 74%) as a tan oil (41.6 mg, 47%). 1H NMR (400 MHz, CD3OD) δ ppm 10.09 (s, 1H), 8.22 (t, J=1.00 Hz, 1H), 8.13 (d, J=8.53 Hz, 1H), 7.78 (dd, J=8.53, 1.25 Hz, 1H), 7.68 (d, J=16.06 Hz, 1H), 7.43...